From a dataset of the Open Reaction Database (ORD), a public repository of structured organic reaction records. describe an organic reaction: reactants, conditions, products, and yield As a reaction SMILES: [C:1]([CH3:2])([CH3:3])([CH3:4])[O:5][C:6](=[O:7])[NH:8][c:9]1[n:10][cH:11][cH:12][cH:13][cH:14]1.[I:15][CH2:16][CH3:17].[O:18]1[CH2:19][CH2:20][CH2:21][CH2:22]1>>[C:1]([CH3:2])([CH3:3])([CH3:4])[O:5][C:6](=[O:7])[NH:8][c:9]1[n:10][cH:11][cH:12][cH:13][c:14]1[CH2:16][CH3:17]. Starting materials: CC(C)(C)OC(=O)Nc1ccccn1, CCI, C1CCOC1. Yields the product CCc1cccnc1NC(=O)OC(C)(C)C. RXN SMILES: [F:1][C:2]([F:7])([F:6])[C:3]([OH:5])=[O:4].FC(F)(F)C(O)=O.[Cl:15][C:16]1[CH:17]=[N:18][C:19]2[NH:20][C:21]3[CH:22]=[CH:23][CH:24]=[C:25]([CH:38]=3)[CH2:26][CH2:27][C:28]3[CH:36]=[C:32]([NH:33][C:34]=1[N:35]=2)[CH:31]=[C:30]([NH2:37])[CH:29]=3.[CH3:39][N:40]1[CH:44]=[CH:43][C:42]([C:45](Cl)=[O:46])=[N:41]1>>[F:1][C:2]([F:7])([F:6])[C:3]([OH:5])=[O:4].[Cl:15][C:16]1[CH:17]=[N:18][C:19]2[NH:20][C:21]3[CH:22]=[CH:23][CH:24]=[C:25]([CH:38]=3)[CH2:26][CH2:27][C:28]3[CH:36]=[C:32]([NH:33][C:34]=1[N:35]=2)[CH:31]=[C:30]([NH:37][C:45]([C:42]1[CH:43]=[CH:44][N:40]([CH3:39])[N:41]=1)=[O:46])[CH:29]=3 |f:0.1.2,4.5|. The product is FC(C(=O)O)(F)F.ClC=1C=NC=2NC=3C=CC=C(CCC4=CC(=CC(NC1N2)=C4)NC(=O)C4=NN(C=C4)C)C3 (N-[6-Chloro-2,4,8,22-tetraazatetracyclo[14.3.1.1(3,7).1(9,13)]docosa-1(20),3(22),4,6,9(21),10,12,16,18-nonaen-11-yl]-1-methyl-1H-pyrazole-3-carboxamide trifluoroacetate). Isolated yield 47.0%. The reactants are FC(C(=O)O)(F)F.FC(C(=O)O)(F)F.ClC=1C=NC=2NC=3C=CC=C(CCC4=CC(=CC(NC1N2)=C4)N)C3 (6-chloro-2,4,8,22-tetraazatetracyclo[14.3.1.1(3,7).1(9,13)]docosa-1(20),3(22),4,6,9(21),10,12,16,18-nonaen-11-amine bis(trifluoroacetate)), CN1N=C(C=C1)C(=O)Cl (1-methyl-1H-pyrazole-3-carbonyl chloride). Procedure details: The desired compound was prepared according to the procedure of Example B26, using 6-chloro-2,4,8,22-tetraazatetracyclo[14.3.1.1(3,7).1(9,13)]docosa-1(20),3(22),4,6,9(21),10,12,16,18-nonaen-11-amine bis(trifluoroacetate) and 1-methyl-1H-pyrazole-3-carbonyl chloride as the starting materials in 47% yield. LCMS for C23H21ClN7O (M+H)+: m/z=446.2. 1H NMR (400 MHz, DMSO-d6): δ 9.93 (s, 1H), 9.76 (s, 1H), 9.70 (s, 1H), 8.20 (s, 1H), 7.88 (m, 1H), 7.82 (d, 1H), 7.64 (m, 1H), 7.42 (m, 1H), 7.36 (m, 1H),... The reactants are BrC=1C=C2C(=CC=NC2=CC1)Cl (6-bromo-4-chloroquinoline), Cl.CO[C@H]1CNCC1 ((3R)-3-methoxy pyrrolidine monohydrochloride). The product is BrC=1C=C2C(=CC=NC2=CC1)N1C[C@@H](CC1)OC (6-Bromo-4-[(3R)-3-methoxytetrahydro-1H-1-pyrrolyl]quinoline). The yield is 44.8%. Reaction SMILES: [Br:1][C:2]1[CH:3]=[C:4]2[C:9](=[CH:10][CH:11]=1)[N:8]=[CH:7][CH:6]=[C:5]2Cl.Cl.[CH3:14][O:15][C@@H:16]1[CH2:20][CH2:19][NH:18][CH2:17]1>>[Br:1][C:2]1[CH:3]=[C:4]2[C:9](=[CH:10][CH:11]=1)[N:8]=[CH:7][CH:6]=[C:5]2[N:18]1[CH2:19][CH2:20][C@@H:16]([O:15][CH3:14])[CH2:17]1 |f:1.2|. Procedure: 500 mg 6-bromo-4-chloroquinoline and 300 mg (3R)-3-methoxy pyrrolidine monohydrochloride were reacted by the same method as in Production Example 82, to give 284 mg of the title compound as a yellow oil. As a reaction SMILES: [F:1][c:2]1[cH:3][c:4]([B:9]([OH:10])[OH:11])[cH:5][c:6]([F:8])[cH:7]1.[I:12][c:13]1[cH:14][c:15]([C:16](=[O:17])[OH:18])[cH:19][cH:20][cH:21]1.[Na+:22].[Na+:23].[O-:24][C:25](=[O:26])[O-:27].[O-:30][C:31]([CH3:32])=[O:33].[O-:34][C:35]([CH3:36])=[O:37].[OH2:28].[Pd+2:29]>>[F:1][c:2]1[cH:3][c:4](-[c:13]2[cH:14][c:15]([C:16](=[O:17])[OH:18])[cH:19][cH:20][cH:21]2)[cH:5][c:6]([F:8])[cH:7]1. The product is O=C(O)c1cccc(-c2cc(F)cc(F)c2)c1. Reactants: OB(O)c1cc(F)cc(F)c1, O=C(O)c1cccc(I)c1, [Na+], [Na+], O=C([O-])[O-], CC(=O)[O-], CC(=O)[O-], O, [Pd+2]. Reagents/catalysts: [Pd] (palladium-on-charcoal). Reported procedure: Quantities: compound from Example 21 (56.4 g, 0.21 mol), phosphorus pentoxide (74.5 g, 0.53 mol) and 5% palladium-on-charcoal (4.58). The experimental procedure was as described in Example 22. As a reaction SMILES: [F:1][C:2]1[C:7]([F:8])=[CH:6][CH:5]=[CH:4][C:3]=1[CH:9](O)[CH2:10][CH2:11][CH2:12][CH2:13][CH2:14][CH2:15][CH2:16][CH2:17][CH3:18].O=P12OP3(OP(OP(O3)(O1)=O)(=O)O2)=O>[Pd]>[F:1][C:2]1[C:7]([F:8])=[CH:6][CH:5]=[CH:4][C:3]=1[CH2:9][CH2:10][CH2:11][CH2:12][CH2:13][CH2:14][CH2:15][CH2:16][CH2:17][CH3:18]. Starting materials: FC1=C(C=CC=C1F)C(CCCCCCCCC)O ((2,3-Difluorophenyl)decan-1-ol), O=P12OP3(=O)OP(=O)(O1)OP(=O)(O2)O3 (phosphorus pentoxide). The product is FC1=C(C=CC=C1F)CCCCCCCCCC (2,3-Difluoro-1-decylbenzene). Reactants: C(C)OC(C[C@H](C)O)=O ((S)-(+)-3-hydroxy-butyric acid ethyl ester), NaHClO3, O=S(Cl)Cl (SOCl2). The reagents and catalysts are [Cl-].[Cl-].[Zn+2] (ZnCl2). Solvent: C1=CC=CC=C1 (benzene). The product is C(C)OC([C@@H](CC)Cl)=O ((R)-(-)-chlorobutyric acid ethyl ester). Isolated yield 65.0%. As a reaction SMILES: [CH2:1]([O:3][C:4](=[O:9])[CH2:5][C@@H:6](O)[CH3:7])[CH3:2].O=S(Cl)[Cl:12]>C1C=CC=CC=1.[Cl-].[Cl-].[Zn+2]>[CH2:1]([O:3][C:4](=[O:9])[C@H:5]([Cl:12])[CH2:6][CH3:7])[CH3:2] |f:3.4.5|. Procedure details: 0.24 moles (S)-(+)-3-hydroxy-butyric acid ethyl ester in 100 ml benzene are added to 0.07 moles anhydrous ZnCl2 while agitating and while excluding moisture. Subsequently, 0.72 moles SOCl2 are added, and the product is agitated at room temperature for two days. Then the reaction mixture is treated with saturated NaHClO3 solution. After separating off the aqueous phase, it is dried with Na2SO4. The solvent is distilled off, and the residue is fractionally distilled. One obtains (R)-(-)-chlorobuty... Starting materials: COCCOC, COC(=O)c1cc(NCc2c(C)cccc2C)c2nc(C)c(C)n2c1, NCCO, N#C[Na]. The product is Cc1cccc(C)c1CNc1cc(C(=O)NCCO)cn2c(C)c(C)nc12. As a reaction SMILES: [CH2:33]([CH2:34][O:35][CH3:36])[O:37][CH3:38].[CH3:1][c:2]1[n:3][c:4]2[n:5]([cH:6][c:7]([C:20](=[O:21])[O:22][CH3:23])[cH:8][c:9]2[NH:10][CH2:11][c:12]2[c:13]([CH3:19])[cH:14][cH:15][cH:16][c:17]2[CH3:18])[c:24]1[CH3:25].[NH2:26][CH2:27][CH2:28][OH:29].[Na:30][C:31]#[N:32]>>[CH3:1][c:2]1[n:3][c:4]2[n:5]([cH:6][c:7]([C:20](=[O:21])[NH:26][CH2:27][CH2:28][OH:29])[cH:8][c:9]2[NH:10][CH2:11][c:12]2[c:13]([CH3:19])[cH:14][cH:15][cH:16][c:17]2[CH3:18])[c:24]1[CH3:25]. Reactants: CC(=O)O, ClCCl, Nc1ccc(OC(F)F)cc1, [Na+], [Na+], O=C([O-])O, CC(CC#N)N1CCC(=O)CC1, [OH-]. The product is CC(CC#N)N1CCC(Nc2ccc(OC(F)F)cc2)CC1. As a reaction SMILES: [C:34]([OH:35])(=[O:36])[CH3:37].[Cl:31][CH2:32][Cl:33].[F:1][CH:2]([O:3][c:4]1[cH:5][cH:6][c:7]([NH2:8])[cH:9][cH:10]1)[F:11].[Na+:28].[Na+:30].[O-:24][C:25]([OH:26])=[O:27].[O:12]=[C:13]1[CH2:14][CH2:15][N:16]([CH:19]([CH2:20][C:21]#[N:22])[CH3:23])[CH2:17][CH2:18]1.[OH-:29]>>[F:1][CH:2]([O:3][c:4]1[cH:5][cH:6][c:7]([NH:8][CH:13]2[CH2:14][CH2:15][N:16]([CH:19]([CH2:20][C:21]#[N:22])[CH3:23])[CH2:17][CH2:18]2)[cH:9][cH:10]1)[F:11]. The reactants are FC=1C=C(C=C(C1)F)C=CC1=CC=C(C=C1)OC(C)=O (3,5-difluoro-4′-acetoxystilbene), Cl (HCl). Run in CO (MeOH), O1CCOCC1 (1,4-dioxane). Reaction conditions: time 20 minute. The product is FC=1C=C(C=C(C1)F)C=CC1=CC=C(C=C1)O (3,5-difluoro-4′-hydroxystilbene). The yield is 87.8%. As a reaction SMILES: [F:1][C:2]1[CH:3]=[C:4]([CH:9]=[CH:10][C:11]2[CH:16]=[CH:15][C:14]([O:17]C(=O)C)=[CH:13][CH:12]=2)[CH:5]=[C:6]([F:8])[CH:7]=1.Cl>CO.O1CCOCC1>[F:1][C:2]1[CH:3]=[C:4]([CH:9]=[CH:10][C:11]2[CH:16]=[CH:15][C:14]([OH:17])=[CH:13][CH:12]=2)[CH:5]=[C:6]([F:8])[CH:7]=1. Procedure: To a solution of 3,5-difluoro-4′-acetoxystilbene (0.69 g, 2.5 mmol) in MeOH (10 ml) was added 5 mL 4M HCl in 1,4-dioxane. The mixture was stirred for 20 minutes at ambient temperature. After purification by flash column, 3,5-difluoro-4′-hydroxystilbene (0.51 g, 88%) was obtained. Data are: 1H NMR (CDCl3, 300 MHz) δ 7.40 (m, 2H), 7.05-6.83 (m, 6H), 6.67 (tt, 1H), 4.88 (s, 1H); 13C NMR (CDCl3, 75 MHz) δ 164.49 (d), 162.47, 156.01, 141.29, 130.90, 128.53, 124.74, 115.96, 109.03 (t), 102.53 (t); 19F... Starting materials: C(C)OC([C@H](CC1=CC=C(C=C1)OCCCBr)OC)=O ((2S)-3-[4-(3-bromo-propoxy)-phenyl]-2-methoxy-propionic acid ethyl ester), COC1=C(C=CC=C1)O (2-methoxy-phenol), CO[C@H](C(=O)O)CC1=CC=C(C=C1)OCCCOC1=CC=CC=C1 ((2S)-2-methoxy-3-[4-(3-phenoxy-propoxy)-phenyl]-propionic acid). The product is CO[C@H](C(=O)O)CC1=CC=C(C=C1)OCCCOC1=C(C=CC=C1)OC ((2S)-2-methoxy-3-{4-[3-(2-methoxy-phenoxy)-propoxy]-phenyl}-propionic acid). RXN SMILES: C([O:3][C:4](=[O:20])[C@@H:5]([O:18][CH3:19])[CH2:6][C:7]1[CH:12]=[CH:11][C:10]([O:13][CH2:14][CH2:15][CH2:16]Br)=[CH:9][CH:8]=1)C.[CH3:21][O:22][C:23]1[CH:28]=[CH:27][CH:26]=[CH:25][C:24]=1[OH:29].CO[C@@H](CC1C=CC(OCCCOC2C=CC=CC=2)=CC=1)C(O)=O>>[CH3:19][O:18][C@@H:5]([CH2:6][C:7]1[CH:8]=[CH:9][C:10]([O:13][CH2:14][CH2:15][CH2:16][O:29][C:24]2[CH:25]=[CH:26][CH:27]=[CH:28][C:23]=2[O:22][CH3:21])=[CH:11][CH:12]=1)[C:4]([OH:3])=[O:20]. Procedure details: The title compound was prepared from (2S)-3-[4-(3-bromo-propoxy)-phenyl]-2-methoxy-propionic acid ethyl ester (Example 284, Step 2) and 2-methoxy-phenol via the same procedure used for the preparation of (2S)-2-methoxy-3-[4-(3-phenoxy-propoxy)-phenyl]-propionic acid (Example 285, Step 1), to produce a colorless oil. MS (ES) for C20H24O6 [M+NH4]+: 378.4.